Dataset: the Open Reaction Database (ORD), a public repository of structured organic reaction records. Task: describe an organic reaction: reactants, conditions, products, and yield Reaction SMILES: [C:4](=[O:5])([CH3:6])[O:7][CH2:8][CH2:9][CH2:10][CH2:11][N:12]([CH:13]1[CH2:14][CH2:15][CH2:16][c:17]2[cH:18][cH:19][cH:20][cH:21][c:22]21)[CH2:23][CH2:24][CH2:25][NH:26][C:27](=[O:28])[NH:29][c:30]1[cH:31][cH:32][c:33]([Br:36])[cH:34][cH:35]1.[CH3:43][OH:44].[CH3:45][OH:46].[CH:39]([Cl:40])([Cl:41])[Cl:42].[Li+:37].[Li+:3].[OH-:2].[OH-:38].[OH2:1].[OH2:47]>>[OH:7][CH2:8][CH2:9][CH2:10][CH2:11][N:12]([CH:13]1[CH2:14][CH2:15][CH2:16][c:17]2[cH:18][cH:19][cH:20][cH:21][c:22]21)[CH2:23][CH2:24][CH2:25][NH:26][C:27](=[O:28])[NH:29][c:30]1[cH:31][cH:32][c:33]([Br:36])[cH:34][cH:35]1. The product is O=C(NCCCN(CCCCO)C1CCCc2ccccc21)Nc1ccc(Br)cc1. Starting materials: CC(=O)OCCCCN(CCCNC(=O)Nc1ccc(Br)cc1)C1CCCc2ccccc21, CO, CO, ClC(Cl)Cl, [Li+], [Li+], [OH-], [OH-], O, O. Reactants: [Cl-], CN1C2CCC1C(C=O)C(c1ccc(Cl)cc1)C2, ClC[P+](c1ccccc1)(c1ccccc1)c1ccccc1, [Li]CCCC, O. The product is CN1C2CCC1C(C=CCl)C(c1ccc(Cl)cc1)C2. RXN SMILES: [Cl-:6].[Cl:28][c:29]1[cH:30][cH:31][c:32]([CH:35]2[CH:36]([CH:44]=[O:45])[CH:37]3[CH2:38][CH2:39][CH:40]([CH2:41]2)[N:42]3[CH3:43])[cH:33][cH:34]1.[Cl:7][CH2:8][P+:9]([c:10]1[cH:11][cH:12][cH:13][cH:14][cH:15]1)([c:16]1[cH:17][cH:18][cH:19][cH:20][cH:21]1)[c:22]1[cH:23][cH:24][cH:25][cH:26][cH:27]1.[Li:1][CH2:2][CH2:3][CH2:4][CH3:5].[OH2:46]>>[Cl:7][CH:8]=[CH:44][CH:36]1[CH:35]([c:32]2[cH:31][cH:30][c:29]([Cl:28])[cH:34][cH:33]2)[CH2:41][CH:40]2[CH2:39][CH2:38][CH:37]1[N:42]2[CH3:43]. The product is O=Cc1cc(-c2ccccc2)n(S(=O)(=O)c2cccs2)c1. As a reaction SMILES: [CH3:22][N+:23]1([O-:29])[CH2:24][CH2:25][O:26][CH2:27][CH2:28]1.[CH3:30][C:31]#[N:32].[CH3:33][CH2:34][O:35][C:36](=[O:37])[CH3:38].[c:1]1(-[c:7]2[cH:8][c:9]([CH2:20][OH:21])[cH:10][n:11]2[S:12](=[O:13])(=[O:14])[c:15]2[s:16][cH:17][cH:18][cH:19]2)[cH:2][cH:3][cH:4][cH:5][cH:6]1>>[c:1]1(-[c:7]2[cH:8][c:9]([CH:20]=[O:21])[cH:10][n:11]2[S:12](=[O:13])(=[O:14])[c:15]2[s:16][cH:17][cH:18][cH:19]2)[cH:2][cH:3][cH:4][cH:5][cH:6]1. Starting materials: C[N+]1([O-])CCOCC1, CC#N, CCOC(C)=O, O=S(=O)(c1cccs1)n1cc(CO)cc1-c1ccccc1. Reactants: CCCCOc1nc(N)c2nc(OC)n(CC3CCOC3)c2n1, CO, Cl, [Na+], C1COCCO1, [OH-]. Product: CCCCOc1nc(N)c2[nH]c(=O)n(CC3CCOC3)c2n1. As a reaction SMILES: [CH2:1]([CH2:2][CH2:3][CH3:4])[O:5][c:6]1[n:7][c:8]([NH2:23])[c:9]2[n:10][c:11]([O:21][CH3:22])[n:12]([CH2:15][CH:16]3[CH2:17][O:18][CH2:19][CH2:20]3)[c:13]2[n:14]1.[CH3:25][OH:26].[ClH:24].[Na+:34].[O:27]1[CH2:28][CH2:29][O:30][CH2:31][CH2:32]1.[OH-:33]>>[CH2:1]([CH2:2][CH2:3][CH3:4])[O:5][c:6]1[n:7][c:8]([NH2:23])[c:9]2[nH:10][c:11](=[O:21])[n:12]([CH2:15][CH:16]3[CH2:17][O:18][CH2:19][CH2:20]3)[c:13]2[n:14]1. The reactants are C(C)(C)(C)C1=CC(=C(C=N1)C=1N([C@]([C@](N1)(C)C1=CC=C(C=C1)Cl)(C)C1=CC=C(C=C1)Cl)C(=O)Cl)OCC ((4S,5R)-2-(6-tert-butyl-4-ethoxy-pyridin-3-yl)-4,5-bis-(4-chloro-phenyl)-4,5-dimethyl-4,5-dihydro-imidazole-1-carbonyl chloride), C(C)(C)(C)NC(=O)[C@H]1NCCNC1 ((S)-piperazine-2-carboxylic acid tert-butylamide). Product: C(C)(C)(C)NC(=O)[C@H]1NCCN(C1)C(=O)N1C(=N[C@@]([C@@]1(C)C1=CC=C(C=C1)Cl)(C)C1=CC=C(C=C1)Cl)C=1C=NC(=CC1OCC)C(C)(C)C ((S)-4-[(4S,5R)-2-(6-tert-Butyl-4-ethoxy-pyridin-3-yl)-4,5-bis-(4-chloro-phenyl)-4,5-dimethyl-4,5-dihydro-imidazole-1-carbonyl]-piperazine-2-carboxylic acid tert-butylamide). As a reaction SMILES: [C:1]([C:5]1[N:10]=[CH:9][C:8]([C:11]2[N:12]([C:32](Cl)=[O:33])[C@@:13]([C:25]3[CH:30]=[CH:29][C:28]([Cl:31])=[CH:27][CH:26]=3)([CH3:24])[C@@:14]([C:17]3[CH:22]=[CH:21][C:20]([Cl:23])=[CH:19][CH:18]=3)([CH3:16])[N:15]=2)=[C:7]([O:35][CH2:36][CH3:37])[CH:6]=1)([CH3:4])([CH3:3])[CH3:2].[C:38]([NH:42][C:43]([C@@H:45]1[CH2:50][NH:49][CH2:48][CH2:47][NH:46]1)=[O:44])([CH3:41])([CH3:40])[CH3:39]>>[C:38]([NH:42][C:43]([C@@H:45]1[CH2:50][N:49]([C:32]([N:12]2[C@@:13]([C:25]3[CH:30]=[CH:29][C:28]([Cl:31])=[CH:27][CH:26]=3)([CH3:24])[C@@:14]([C:17]3[CH:22]=[CH:21][C:20]([Cl:23])=[CH:19][CH:18]=3)([CH3:16])[N:15]=[C:11]2[C:8]2[CH:9]=[N:10][C:5]([C:1]([CH3:3])([CH3:4])[CH3:2])=[CH:6][C:7]=2[O:35][CH2:36][CH3:37])=[O:33])[CH2:48][CH2:47][NH:46]1)=[O:44])([CH3:41])([CH3:39])[CH3:40]. Reported procedure: In a manner analogous to the method described in examples 8, (4S,5R)-2-(6-tert-butyl-4-ethoxy-pyridin-3-yl)-4,5-bis-(4-chloro-phenyl)-4,5-dimethyl-4,5-dihydro-imidazole-1-carbonyl chloride (example 51) was coupled with (S)-piperazine-2-carboxylic acid tert-butylamide (Wako) to give the title compound. HR-MS (ES, m/z) calculated for C38H49Cl2N6O3 [(M+H)+] 707.3238, observed 707.3239. Reactants: CCCC=CC(=O)O, O=C([O-])O, O=C(O)CN(CCN(CC(=O)O)CC(=O)O)CC(=O)O, CC(C)=O, Cl, [Na+], [Na], [Na], O. The product is CCCC1OC1C(=O)O. Reaction SMILES: [C:1]([CH:2]=[CH:3][CH2:4][CH2:5][CH3:6])(=[O:7])[OH:8].[C:9]([O-:10])(=[O:11])[OH:12].[CH2:16]([N:17]([CH2:18][C:19]([OH:20])=[O:21])[CH2:22][C:23]([OH:24])=[O:25])[CH2:26][N:27]([CH2:28][C:29]([OH:30])=[O:31])[CH2:32][C:33]([OH:34])=[O:35].[CH3:37][C:38](=[O:39])[CH3:40].[ClH:36].[Na+:13].[Na:14].[Na:15].[OH2:41]>>[C:1]([CH:2]1[CH:3]([CH2:4][CH2:5][CH3:6])[O:10]1)(=[O:7])[OH:8]. Starting materials: CCOC(=O)C(CC)P(=O)(OCC)OCC, COC(=O)C=Cc1ccc(Cc2cccnc2)cc1, CC(=O)O, C1CCOC1. The product is CCOC(=O)C(=Cc1ccc(Cc2cccnc2)cc1)CC. Reaction SMILES: [CH2:1]([CH3:2])[O:3][C:4](=[O:5])[CH:6]([CH2:7][CH3:8])[P:9](=[O:10])([O:11][CH2:12][CH3:13])[O:14][CH2:15][CH3:16].[CH3:17][O:18][C:19](=[O:20])[CH:35]=[CH:21][c:22]1[cH:23][cH:24][c:25]([CH2:28][c:29]2[cH:30][n:31][cH:32][cH:33][cH:34]2)[cH:26][cH:27]1.[CH3:36][C:37](=[O:38])[OH:39].[O:40]1[CH2:41][CH2:42][CH2:43][CH2:44]1>>[CH2:1]([CH3:2])[O:3][C:4](=[O:5])[C:6]([CH2:7][CH3:8])=[CH:21][c:22]1[cH:23][cH:24][c:25]([CH2:28][c:29]2[cH:30][n:31][cH:32][cH:33][cH:34]2)[cH:26][cH:27]1.